Dataset: the Open Reaction Database (ORD), a public repository of structured organic reaction records. Task: describe an organic reaction: reactants, conditions, products, and yield Reactants: CC(C)C[Al+]CC(C)C, COc1ccc2c(c1)c(C)c(CC(C)(C)C(=O)O)n2Cc1ccc(Cl)cc1, [H-], C1CCOC1. Yields the product COc1ccc2c(c1)c(C)c(CC(C)(C)CO)n2Cc1ccc(Cl)cc1. Reaction SMILES: [CH2:29]([Al+:30][CH2:31][CH:32]([CH3:33])[CH3:34])[CH:35]([CH3:36])[CH3:37].[Cl:1][c:2]1[cH:3][cH:4][c:5]([CH2:6][n:7]2[c:8]([CH2:19][C:20]([C:21](=[O:22])[OH:23])([CH3:24])[CH3:25])[c:9]([CH3:18])[c:10]3[cH:11][c:12]([O:16][CH3:17])[cH:13][cH:14][c:15]23)[cH:26][cH:27]1.[H-:28].[O:38]1[CH2:39][CH2:40][CH2:41][CH2:42]1>>[Cl:1][c:2]1[cH:3][cH:4][c:5]([CH2:6][n:7]2[c:8]([CH2:19][C:20]([CH2:21][OH:22])([CH3:24])[CH3:25])[c:9]([CH3:18])[c:10]3[cH:11][c:12]([O:16][CH3:17])[cH:13][cH:14][c:15]23)[cH:26][cH:27]1.